This data is from the Open Reaction Database (ORD), a public repository of structured organic reaction records. The task is: describe an organic reaction: reactants, conditions, products, and yield Starting materials: C(#N)CCN(CCC#N)CCC#N (Tris(2-cyanoethyl)amine), CO (MeOH). Solvent: B.C1CCOC1 (BH3.THF). The product is NCCCN(CCCN)CCCN (Tris(3-aminopropyl)amine). Yield: 59.4%. RXN SMILES: [C:1]([CH2:3][CH2:4][N:5]([CH2:10][CH2:11][C:12]#[N:13])[CH2:6][CH2:7][C:8]#[N:9])#[N:2].CO>B.C1COCC1>[NH2:2][CH2:1][CH2:3][CH2:4][N:5]([CH2:10][CH2:11][CH2:12][NH2:13])[CH2:6][CH2:7][CH2:8][NH2:9] |f:2.3|. Procedure: Tris(2-cyanoethyl)amine (2.80 g, 15.9 mmol) was dissolved in BH3.THF and refluxed under nitrogen for 48 h. MeOH (ca. 20 cm3) was added dropwise to the solution with vigorous stirring until no more gas was evolved. The solution was evaporated to dryness under vacuum and the resultant white precipitate refluxed in 6M hydrochloric acid (250 cm3) until the solution cleared. The hydrochloric acid was removed under reduced pressure and the resultant solid was dissolved in the minimum amount of water. ... Starting materials: [BH4-].[Na+] (sodium borohydride), C(CCCCCCCC)C1=C(C=O)C=CC=C1 (2-nonylbenzaldehyde). Solvent: CO (methanol). Run at time 30 minute. The product is C(CCCCCCCC)C1=C(CO)C=CC=C1 (2-nonylbenzyl alcohol). Reaction SMILES: [BH4-].[Na+].[CH2:3]([C:12]1[CH:19]=[CH:18][CH:17]=[CH:16][C:13]=1[CH:14]=[O:15])[CH2:4][CH2:5][CH2:6][CH2:7][CH2:8][CH2:9][CH2:10][CH3:11]>CO>[CH2:3]([C:12]1[CH:19]=[CH:18][CH:17]=[CH:16][C:13]=1[CH2:14][OH:15])[CH2:4][CH2:5][CH2:6][CH2:7][CH2:8][CH2:9][CH2:10][CH3:11] |f:0.1|. Reported procedure: 0.57 g of sodium borohydride is added in portions, over a period of 15 minutes, to a stirred solution of 9.3 g of 2-nonylbenzaldehyde in 150 ml of methanol. After stirring for a further 30 minutes, the reaction mixture is concentrated by evaporation under reduced pressure and the residue is taken up in ether. The organic phase is washed with ice-cooled 0.2N hydrochloric acid and with water, dried over sodium sulphate and concentrated by evaporation in vacuo. Chromatographic purification of the r... Procedure: To a solution of 17-Ethyl-1,14-dihydroxy -12-[2'-(4"-(1-(3-t-butyldimethylsilyloxypropyl)indol -6-yl)oxy-3"-methoxycyclohexyl)-1'-methylvinyl]-23,25-dimethoxy-13,19,21,27-tetramethyl-11,28-dioxa-4-azatricyclo[22.3.1.04,9 ]octacos-18-ene-2,3,10,16-tetra -one (318 mg) in CH2Cl2 (5 mL) at rt was added a solution of p-toluene sulfonic acid (25 mg) in CH3OH (5 mL). The reaction mixture was stirred for 3 hours quenched with saturated NaHCO3, then extracted with CH2Cl2. The extracts were combined, drie... Reaction SMILES: [CH2:1]([CH:3]1[CH:29]=[C:28]([CH3:30])[CH2:27][CH:26]([CH3:31])[CH2:25][CH:24]([O:32][CH3:33])[CH:23]2[O:34][C:19]([OH:38])([CH:20]([CH3:37])[CH2:21][CH:22]2[O:35][CH3:36])[C:18](=[O:39])[C:17](=[O:40])[N:16]2[CH:11]([CH2:12][CH2:13][CH2:14][CH2:15]2)[C:10](=[O:41])[O:9][CH:8]([C:42]([CH3:73])=[CH:43][CH:44]2[CH2:49][CH2:48][CH:47]([O:50][C:51]3[CH:59]=[C:58]4[C:54]([CH:55]=[CH:56][N:57]4[CH2:60][CH2:61][CH2:62][O:63][Si](C(C)(C)C)(C)C)=[CH:53][CH:52]=3)[CH:46]([O:71][CH3:72])[CH2:45]2)[CH:7]([CH3:74])[CH:6]([OH:75])[CH2:5][C:4]1=[O:76])[CH3:2].C1(C)C=CC(S(O)(=O)=O)=CC=1>C(Cl)Cl.CO>[CH2:1]([CH:3]1[CH:29]=[C:28]([CH3:30])[CH2:27][CH:26]([CH3:31])[CH2:25][CH:24]([O:32][CH3:33])[CH:23]2[O:34][C:19]([OH:38])([CH:20]([CH3:37])[CH2:21][CH:22]2[O:35][CH3:36])[C:18](=[O:39])[C:17](=[O:40])[N:16]2[CH:11]([CH2:12][CH2:13][CH2:14][CH2:15]2)[C:10](=[O:41])[O:9][CH:8]([C:42]([CH3:73])=[CH:43][CH:44]2[CH2:49][CH2:48][CH:47]([O:50][C:51]3[CH:59]=[C:58]4[C:54]([CH:55]=[CH:56][N:57]4[CH2:60][CH2:61][CH2:62][OH:63])=[CH:53][CH:52]=3)[CH:46]([O:71][CH3:72])[CH2:45]2)[CH:7]([CH3:74])[CH:6]([OH:75])[CH2:5][C:4]1=[O:76])[CH3:2]. Run at time 3 hour. The reactants are C(C)C1C(CC(C(C(OC(C2CCCCN2C(C(C2(C(CC(C(C(CC(CC(=C1)C)C)OC)O2)OC)C)O)=O)=O)=O)C(=CC2CC(C(CC2)OC2=CC=C1C=CN(C1=C2)CCCO[Si](C)(C)C(C)(C)C)OC)C)C)O)=O (17-Ethyl-1,14-dihydroxy -12-[2'-(4"-(1-(3-t-butyldimethylsilyloxypropyl)indol -6-yl)oxy-3"-methoxycyclohexyl)-1'-methylvinyl]-23,25-dimethoxy-13,19,21,27-tetramethyl-11,28-dioxa-4-azatricyclo[22.3.1.04,9 ]octacos-18-ene-2,3,10,16-tetra -one), C1(=CC=C(C=C1)S(=O)(=O)O)C (p-toluene sulfonic acid). The yield is 66.8%. The product is C(C)C1C(CC(C(C(OC(C2CCCCN2C(C(C2(C(CC(C(C(CC(CC(=C1)C)C)OC)O2)OC)C)O)=O)=O)=O)C(=CC2CC(C(CC2)OC2=CC=C1C=CN(C1=C2)CCCO)OC)C)C)O)=O (17-Ethyl-1,14-dihydroxy-12-[2'-(4"-(1-(3 -hydroxypropyl)indol-6-yl)oxy-3"-methoxycyclohexyl)-1'-methylvinyl]-23, 25-dimethoxy-13,19,21,27-tetramethyl-11, 28-dioxa-4-azatricyclo[22.3.1.04,9 ]octacos -18-ene-2,3,10,16-tetraone). The solvent is C(Cl)Cl (CH2Cl2), CO (CH3OH).